Dataset: the Open Reaction Database (ORD), a public repository of structured organic reaction records. Task: describe an organic reaction: reactants, conditions, products, and yield Starting materials: N#Cc1c(O)c2c(-c3ccc(-c4ccccc4O)cc3)csc2[nH]c1=O, O=S(=O)(O)O. Yields the product O=c1cc(O)c2c(-c3ccc(-c4ccccc4O)cc3)csc2[nH]1. RXN SMILES: [OH:1][c:2]1[c:3]2[c:4]([nH:5][c:6](=[O:10])[c:7]1[C:8]#[N:9])[s:11][cH:12][c:13]2-[c:14]1[cH:15][cH:16][c:17](-[c:20]2[c:21]([OH:26])[cH:22][cH:23][cH:24][cH:25]2)[cH:18][cH:19]1.[S:27](=[O:28])(=[O:29])([OH:30])[OH:31]>>[OH:1][c:2]1[c:3]2[c:4]([nH:5][c:6](=[O:10])[cH:7]1)[s:11][cH:12][c:13]2-[c:14]1[cH:15][cH:16][c:17](-[c:20]2[c:21]([OH:26])[cH:22][cH:23][cH:24][cH:25]2)[cH:18][cH:19]1. Run in C(C)(=O)OCC (ethyl acetate). Procedure: To a solution of methyl 5-(3,4,5,6-tetramethoxy-2-methylbenzyl)-3-(trifluoromethanesulfonyl)oxybenzoate (444 mg, 0.8740 mmol) in toluene (12 ml) were added tetrakistriphenylphosphine palladium (60 mg, 0.0519 mmol), aqueous solution of sodium carbonate (2M aqueous solution, 1.35 ml), lithium chloride (89 mg, 2.0995 mmol) and ethanolic solution (2.1 ml) of benzeneboronic acid (320 mg, 2.6244 mmol) and the mixture was heated with stirring at 95° C. for 16 hours. The reaction solution was diluted wi... The product is COC=1C(=C(CC=2C=CC(=C(C(=O)OC)C2)C2=CC=CC=C2)C(=C(C1OC)OC)OC)C (Methyl 5-(3,4,5,6-tetramethoxy-2-methylbenzyl)-2-phenylbenzoate). The reactants are COC=1C(=C(CC=2C=C(C=C(C(=O)OC)C2)OS(=O)(=O)C(F)(F)F)C(=C(C1OC)OC)OC)C (methyl 5-(3,4,5,6-tetramethoxy-2-methylbenzyl)-3-(trifluoromethanesulfonyl)oxybenzoate), tetrakistriphenylphosphine palladium, C([O-])([O-])=O.[Na+].[Na+] (sodium carbonate), [Cl-].[Li+] (lithium chloride), C1(=CC=CC=C1)B(O)O (benzeneboronic acid), C1(=CC=CC=C1)C (toluene). Yield: 68.0%. Reaction conditions: temperature 95 celsius, time 16 hour. Reaction SMILES: [CH3:1][O:2][C:3]1[C:4]([CH3:34])=[C:5]([C:25]([O:32][CH3:33])=[C:26]([O:30][CH3:31])[C:27]=1[O:28][CH3:29])[CH2:6][C:7]1[CH:8]=[C:9](OS(C(F)(F)F)(=O)=O)[CH:10]=[C:11]([CH:16]=1)C(OC)=O.[C:35](=[O:38])([O-])[O-:36].[Na+].[Na+].[Cl-].[Li+].[C:43]1(B(O)O)[CH:48]=[CH:47][CH:46]=[CH:45][CH:44]=1.[C:52]1(C)C=CC=CC=1>C(OCC)(=O)C>[CH3:1][O:2][C:3]1[C:4]([CH3:34])=[C:5]([C:25]([O:32][CH3:33])=[C:26]([O:30][CH3:31])[C:27]=1[O:28][CH3:29])[CH2:6][C:7]1[CH:8]=[CH:9][C:10]([C:43]2[CH:48]=[CH:47][CH:46]=[CH:45][CH:44]=2)=[C:11]([CH:16]=1)[C:35]([O:36][CH3:52])=[O:38] |f:1.2.3,4.5|.